The task is: describe an organic reaction: reactants, conditions, products, and yield. This data is from the Open Reaction Database (ORD), a public repository of structured organic reaction records. Reactants: [BH4-], CC(=O)O, CO, COC(=O)C1CCCC1N, Cl, O=Cc1ccc(F)c(Cl)c1, [Na+]. Yields the product COC(=O)C1CCCC1NCc1ccc(F)c(Cl)c1. As a reaction SMILES: [BH4-:26].[CH3:22][C:23](=[O:24])[OH:25].[CH3:28][OH:29].[CH3:2][O:3][C:4](=[O:5])[CH:6]1[CH:7]([NH2:11])[CH2:8][CH2:9][CH2:10]1.[ClH:1].[F:12][c:13]1[c:14]([Cl:21])[cH:15][c:16]([CH:17]=[O:18])[cH:19][cH:20]1.[Na+:27]>>[CH3:2][O:3][C:4](=[O:5])[CH:6]1[CH:7]([NH:11][CH2:17][c:16]2[cH:15][c:14]([Cl:21])[c:13]([F:12])[cH:20][cH:19]2)[CH2:8][CH2:9][CH2:10]1. Reactants: Cc1cc(C)c(-n2ccc3c(Cl)nn(C)c(=O)c32)c(C)c1, [H-], [Na+], CN(C)C=O, O, CCC(O)c1ccccc1. The product is CCC(Oc1nn(C)c(=O)c2c1ccn2-c1c(C)cc(C)cc1C)c1ccccc1. As a reaction SMILES: [Cl:13][c:14]1[c:15]2[c:16]([c:17](=[O:21])[n:18]([CH3:20])[n:19]1)[n:22](-[c:25]1[c:26]([CH3:33])[cH:27][c:28]([CH3:32])[cH:29][c:30]1[CH3:31])[cH:23][cH:24]2.[H-:11].[Na+:12].[O:34]=[CH:35][N:36]([CH3:37])[CH3:38].[OH2:39].[c:1]1([CH:7]([CH2:8][CH3:9])[OH:10])[cH:2][cH:3][cH:4][cH:5][cH:6]1>>[c:1]1([CH:7]([CH2:8][CH3:9])[O:10][c:14]2[c:15]3[c:16]([c:17](=[O:21])[n:18]([CH3:20])[n:19]2)[n:22](-[c:25]2[c:26]([CH3:33])[cH:27][c:28]([CH3:32])[cH:29][c:30]2[CH3:31])[cH:23][cH:24]3)[cH:2][cH:3][cH:4][cH:5][cH:6]1. The reactants are NC(=S)C(=S)N (dithiooxamide), COC1=C(C=O)C=CC=C1 (o-methoxybenzaldehyde), COC1=C(C=O)C=CC=C1 (o-Methoxybenzaldehyde). Yields the product COC1=C(C=CC=C1)C=1SC=2N=C(SC2N1)C1=C(C=CC=C1)OC (2,5-bis(2-methoxyphenyl)thiazolo[5,4-d]thiazole). Reaction SMILES: [NH2:1][C:2]([C:4]([NH2:6])=[S:5])=[S:3].[CH3:7][O:8][C:9]1[CH:16]=[CH:15][CH:14]=[CH:13][C:10]=1[CH:11]=O>>[CH3:7][O:8][C:9]1[CH:16]=[CH:15][CH:14]=[CH:13][C:10]=1[C:11]1[S:3][C:2]2[N:1]=[C:11]([C:10]3[CH:13]=[CH:14][CH:15]=[CH:16][C:9]=3[O:8][CH3:7])[S:5][C:4]=2[N:6]=1. Reported procedure: 2,5-bis(2-methoxyphenyl)thiazolo[5,4-d]thiazole was prepared from dithiooxamide and o-methoxybenzaldehyde. o-Methoxybenzaldehyde was purchased from Aldrich Chemical Company, Milwaukee, Wis.